From a dataset of the Open Reaction Database (ORD), a public repository of structured organic reaction records. describe an organic reaction: reactants, conditions, products, and yield Starting materials: 11-(4-nitrophenyl)-4-(pentan-3-yl)piperazine, [N+](=O)([O-])C1=CC=C(C=C1)N1CCNCC1 (1-(4-nitrophenyl)piperazine), C1(CCCCC1)=O (cyclohexanone). Run in C(Cl)Cl (DCM). Yields the product C1(CCCCC1)N1CCN(CC1)C1=CC=C(C=C1)[N+](=O)[O-] (1-Cyclohexyl-4-(4-nitrophenyl)piperazine). The yield is 68.8%. RXN SMILES: [N+:1]([C:4]1[CH:9]=[CH:8][C:7]([N:10]2[CH2:15][CH2:14][NH:13][CH2:12][CH2:11]2)=[CH:6][CH:5]=1)([O-:3])=[O:2].[C:16]1(=O)[CH2:21][CH2:20][CH2:19][CH2:18][CH2:17]1>C(Cl)Cl>[CH:16]1([N:13]2[CH2:14][CH2:15][N:10]([C:7]3[CH:6]=[CH:5][C:4]([N+:1]([O-:3])=[O:2])=[CH:9][CH:8]=3)[CH2:11][CH2:12]2)[CH2:21][CH2:20][CH2:19][CH2:18][CH2:17]1. Procedure details: Following the general procedure described above for the synthesis of 11-(4-nitrophenyl)-4-(pentan-3-yl)piperazine, treatment of 1-(4-nitrophenyl)piperazine (5.00 g, 24.1 mmol, 1.0 equiv.) with cyclohexanone (7.10 g, 72.4 mmol, 2.0 eq) in DCM (100 mL) at rt for 72 h provided the title compound as a yellow solid (4.80 g, 68% recovery, 89% purity as determined by LC/MS analysis @ UV 254 nm detection). In this case, an additional portion (25 mL) is added to the reaction mixture after 1 h. Upon addit... Starting materials: C(C)SC1=C(C(=C(N)C=C1)Cl)Cl (4-ethylsulphanyl-2,3-dichloroaniline), C1(=CC=CC=C1)C1=NC(=CC=C1)C1=CC=CC=C1 (2,6-diphenylpyridine), C(C(=O)Cl)(=O)Cl (Oxalyl chloride), O[C@](C(=O)O)(C(F)(F)F)C ((R)-(+)-2-hydroxy-2-methyl-3,3,3-trifluoropropanoic acid). Reagents/catalysts: CN(C)C=O (DMF). Run in C(Cl)Cl (DCM), C(Cl)Cl (DCM). Run at time 18 hour. The product is ClC1=C(C=CC(=C1Cl)SCC)NC([C@@](C(F)(F)F)(C)O)=O ((R)-N-(2,3-Dichloro-4-ethylsulphanylphenyl)-2-hydroxy-2-methyl-3,3,3-trifluoropropanamide). Yield: 67.7%. RXN SMILES: C(Cl)(=O)C(Cl)=O.[OH:7][C@@:8]([CH3:16])([C:12]([F:15])([F:14])[F:13])[C:9](O)=[O:10].[CH2:17]([S:19][C:20]1[CH:26]=[CH:25][C:23]([NH2:24])=[C:22]([Cl:27])[C:21]=1[Cl:28])[CH3:18].C1(C2C=CC=C(C3C=CC=CC=3)N=2)C=CC=CC=1>C(Cl)Cl.CN(C=O)C>[Cl:27][C:22]1[C:21]([Cl:28])=[C:20]([S:19][CH2:17][CH3:18])[CH:26]=[CH:25][C:23]=1[NH:24][C:9](=[O:10])[C@:8]([OH:7])([CH3:16])[C:12]([F:15])([F:14])[F:13]. Procedure: Oxalyl chloride (0.75 ml) was added to a stirred suspension of (R)-(+)-2-hydroxy-2-methyl-3,3,3-trifluoropropanoic acid (Method 25) (1.37 g) in DCM (10 ml) containing DMF (1 drop). The mixture was stirred at ambient temperature for 18 hours and was then added to a solution of 4-ethylsulphanyl-2,3-dichloroaniline (Method 7) (1.92 g) and 2,6-diphenylpyridine (2.0 g) in DCM (50 ml). The mixture was stirred for 3 hours at room temperature, volatile material was removed by evaporation and the residue... The reactants are O[C@H](C)C1=NC=2C(=C3C(=NC2)C=CS3)N1[C@@H]1CN(CCC1)C(=O)OC(C)(C)C (tert-butyl (3S)-3-{2-[(1R)-1-hydroxyethyl]-1H-imidazo[4,5-d]thieno[3,2-b]pyridin-1-yl}piperidine-1-carboxylate), Cl (hydrogen chloride), O1CCOCC1 (1,4-dioxane). Run in C(Cl)Cl (methylene chloride). Reaction conditions: time 2 hour. Product: Cl.N1C[C@H](CCC1)N1C(=NC=2C1=C1C(=NC2)C=CS1)[C@@H](C)O ((1R)-1-{1-[(3S)-Piperidin-3-yl]-1H-imidazo[4,5-d]thieno[3,2-b]pyridin-2-yl}ethanol hydrochloride). Reaction SMILES: [OH:1][C@@H:2]([C:4]1[N:15]([C@H:16]2[CH2:21][CH2:20][CH2:19][N:18](C(OC(C)(C)C)=O)[CH2:17]2)[C:7]2=[C:8]3[S:14][CH:13]=[CH:12][C:9]3=[N:10][CH:11]=[C:6]2[N:5]=1)[CH3:3].[ClH:29].O1CCOCC1>C(Cl)Cl>[ClH:29].[NH:18]1[CH2:19][CH2:20][CH2:21][C@H:16]([N:15]2[C:7]3=[C:8]4[S:14][CH:13]=[CH:12][C:9]4=[N:10][CH:11]=[C:6]3[N:5]=[C:4]2[C@H:2]([OH:1])[CH3:3])[CH2:17]1 |f:4.5|. Reported procedure: To a solution of tert-butyl (3S)-3-{2-[(1R)-1-hydroxyethyl]-1H-imidazo[4,5-d]thieno[3,2-b]pyridin-1-yl}piperidine-1-carboxylate (0.25 g, 0.62 mmol) in methylene chloride (3.5 mL) was added 4.0 M hydrogen chloride in 1,4-dioxane (1.2 mL, 5.0 mmol). A precipitate immediately formed. The reaction was stirred at room temperature for 2 h. The solvents were evaporated and the solids dried in vacuo to give 0.21 g of the product as the HCl salt. LCMS calculated for C15H19N4OS (M+H)+: m/z=303.1. Found: 3... Starting materials: Cl.NCCS (Cysteamine hydrochloride), [O-]CC.[Na+] (sodium ethoxide), COC1=C(CCl)C=CC=C1 (2-Methoxybenzyl chloride). The solvent is C(C)O (ethanol). Conditions: time 8 hour. Yields the product COC1=C(CSCCN)C=CC=C1 (2-(2-methoxybenzylthio)ethylamine). Isolated yield 36.7%. Reaction SMILES: Cl.[NH2:2][CH2:3][CH2:4][SH:5].[O-]CC.[Na+].[CH3:10][O:11][C:12]1[CH:19]=[CH:18][CH:17]=[CH:16][C:13]=1[CH2:14]Cl>C(O)C>[CH3:10][O:11][C:12]1[CH:19]=[CH:18][CH:17]=[CH:16][C:13]=1[CH2:14][S:5][CH2:4][CH2:3][NH2:2] |f:0.1,2.3|. Reported procedure: Cysteamine hydrochloride (2.12 g) was added to a solution of sodium ethoxide (from 0.87 g sodium) in ethanol (50 ml) stirred under nitrogen in an ice-bath. 2-Methoxybenzyl chloride (2.93 g) was added dropwise and the mixture was stirred in an ice-bath for 0.5 hr. and allowed to stand at room temperature overnight. The mixture was evaporated to dryness. Water was added to the residue and the mixture was extracted at pH 3 with chloroform (discarded), adjusted to pH 13 and extracted a second time w... Starting materials: N#N.C(C1=CC=CC=C1)OC(=O)C=1C=C2C=CC(=CC2=CC1)C(=O)N[C@@H](CC(N)=O)C(=O)N[C@H]([C@@H](C[C@@]1(N(CCC1)C(C)(C)C)C(=O)N)O)CC1=CC=CC=C1 (N2 [3(S)-[[N-[6-(benzyloxycarbonyl)-2-naphthoyl]-L-asparaginyl]amino]-2(R)-hydroxy-4-phenylbutyl]-N1 -tert.butyl-L-prolinamide). The reagents and catalysts are [Pd] (palladium-on-carbon). Solvent: C(C)(C)O (isopropanol). Yields the product N#N.C(=O)(O)C=1C=C2C=CC(=CC2=CC1)C(=O)N[C@@H](CC(N)=O)C(=O)N[C@H]([C@@H](C[C@@]1(N(CCC1)C(C)(C)C)C(=O)N)O)CC1=CC=CC=C1 (N2 [3(S)-[[N-(6-carboxy-2-naphthoyl)-L-asparaginyl]amino]-2(R)-hydroxy-4-phenylbutyl]-N1 -tert.butyl-L-prolinamide). Yield: 55.9%. As a reaction SMILES: [N:1]#[N:2].C([O:10][C:11]([C:13]1[CH:14]=[C:15]2[C:20](=[CH:21][CH:22]=1)[CH:19]=[C:18]([C:23]([NH:25][C@H:26]([C:31]([NH:33][C@@H:34]([CH2:50][C:51]1[CH:56]=[CH:55][CH:54]=[CH:53][CH:52]=1)[C@H:35]([OH:49])[CH2:36][C@@:37]1([C:46]([NH2:48])=[O:47])[CH2:41][CH2:40][CH2:39][N:38]1[C:42]([CH3:45])([CH3:44])[CH3:43])=[O:32])[CH2:27][C:28](=[O:30])[NH2:29])=[O:24])[CH:17]=[CH:16]2)=[O:12])C1C=CC=CC=1>C(O)(C)C.[Pd]>[N:1]#[N:2].[C:11]([C:13]1[CH:14]=[C:15]2[C:20](=[CH:21][CH:22]=1)[CH:19]=[C:18]([C:23]([NH:25][C@H:26]([C:31]([NH:33][C@@H:34]([CH2:50][C:51]1[CH:56]=[CH:55][CH:54]=[CH:53][CH:52]=1)[C@H:35]([OH:49])[CH2:36][C@@:37]1([C:46]([NH2:48])=[O:47])[CH2:41][CH2:40][CH2:39][N:38]1[C:42]([CH3:43])([CH3:44])[CH3:45])=[O:32])[CH2:27][C:28](=[O:30])[NH2:29])=[O:24])[CH:17]=[CH:16]2)([OH:12])=[O:10] |f:0.1,4.5|. Procedure: 294 mg of N2 -[3(S)-[[N-[6-(benzyloxycarbonyl)-2-naphthoyl]-L-asparaginyl]amino]-2(R)-hydroxy-4-phenylbutyl]-N1 -tert.butyl-L-prolinamide in 100 ml of isopropanol was hydrogenated over 10% palladium-on-carbon at 20° C. and under atmospheric pressure for 16 hours. The catalyst was removed by filtration and the filtrate was evaporated to give 145 mg of N2 -[3(S)-[[N-(6-carboxy-2-naphthoyl)-L-asparaginyl]amino]-2(R)-hydroxy-4-phenylbutyl]-N1 -tert.butyl-L-prolinamide as a white solid from methanol/...